This data is from the Open Reaction Database (ORD), a public repository of structured organic reaction records. The task is: describe an organic reaction: reactants, conditions, products, and yield As a reaction SMILES: ClC(Cl)(O[C:5](=[O:11])OC(Cl)(Cl)Cl)Cl.[Br:13][C:14]1[C:15]([NH:28][NH2:29])=[N:16][CH:17]=[CH:18][C:19]=1[C:20]1[CH:27]=[CH:26][C:23]([C:24]#[N:25])=[CH:22][CH:21]=1>C1COCC1>[Br:13][C:14]1[C:15]2[N:16]([C:5](=[O:11])[NH:29][N:28]=2)[CH:17]=[CH:18][C:19]=1[C:20]1[CH:27]=[CH:26][C:23]([C:24]#[N:25])=[CH:22][CH:21]=1. Procedure: To a solution of triphosgene (1.50 g, 5.20 mmol) in anhydrous THF (10 mL) at 60° C. was added 4-(3-bromo-2-hydrazinylpyridin-4-yl)benzonitrile (500 mg) in small portions over 5 min. The resulting yellow suspension was then refluxed for 2 h. After cooling to room temperature, the reaction mixture was concentrated under reduced pressure to remove most of the THF. Water (5 mL) was added carefully to the remaining solution to destroy the excess triphosgene, then the resulting aqueous suspension was ... Run in C1CCOC1 (THF). Yield: 105.5%. Reaction conditions: time 30 minute. Product: BrC=1C=2N(C=CC1C1=CC=C(C#N)C=C1)C(NN2)=O (4-(8-bromo-3-oxo-2,3-dihydro-[1,2,4]triazolo[4,3-a]pyridin-7-yl)benzonitrile). Reactants: ClC(Cl)(OC(OC(Cl)(Cl)Cl)=O)Cl (triphosgene), BrC=1C(=NC=CC1C1=CC=C(C#N)C=C1)NN (4-(3-bromo-2-hydrazinylpyridin-4-yl)benzonitrile).